From a dataset of the Open Reaction Database (ORD), a public repository of structured organic reaction records. describe an organic reaction: reactants, conditions, products, and yield Starting materials: N#Cc1c(F)cccc1F, O, O=S(=O)(O)O. Yields the product NC(=O)c1c(F)cccc1F. RXN SMILES: [F:6][c:7]1[c:8]([C:9]#[N:10])[c:11]([F:15])[cH:12][cH:13][cH:14]1.[OH2:16].[S:1]([OH:2])(=[O:3])(=[O:4])[OH:5]>>[O:2]=[C:9]([c:8]1[c:7]([F:6])[cH:14][cH:13][cH:12][c:11]1[F:15])[NH2:10]. Reactants: C(C1=CC=CC=C1)OC1=C(C(=C(C(=C1C)C)OCC1=CC=CC=C1)C)CCCC(=O)NCCC (4-(2,5-bis(benzyloxy)-3,4,6-trimethylphenyl)-N-propylbutanamide). The reagents and catalysts are [Pd] (Pd/C). The solvent is C(=O)(C(F)(F)F)O (TFA). Run at temperature 40 celsius, time 0.25 hour. The product is C(CC)NC(CCCC1=C(C(C(=C(C1=O)C)C)=O)C)=O (N-propyl-4-(2,4,5-trimethyl-3,6-dioxocyclohexa-1,4-dienyl)butanamide). The yield is 73.2%. As a reaction SMILES: C([O:8][C:9]1[C:14]([CH3:15])=[C:13]([CH3:16])[C:12]([O:17]CC2C=CC=CC=2)=[C:11]([CH3:25])[C:10]=1[CH2:26][CH2:27][CH2:28][C:29]([NH:31][CH2:32][CH2:33][CH3:34])=[O:30])C1C=CC=CC=1>C(O)(C(F)(F)F)=O.[Pd]>[CH2:32]([NH:31][C:29](=[O:30])[CH2:28][CH2:27][CH2:26][C:10]1[C:9](=[O:8])[C:14]([CH3:15])=[C:13]([CH3:16])[C:12](=[O:17])[C:11]=1[CH3:25])[CH2:33][CH3:34]. Procedure details: A stirred solution of 4-(2,5-bis(benzyloxy)-3,4,6-trimethylphenyl)-N-propylbutanamide (176.6 mg) in TFA (2 mL) was treated with Pd/C (40 mg, 5% Pd by wt), sparged with H2 and heated to 40° C. for 2.25 h. The reaction was cooled, diluted with CH2Cl2, (4 mL) filtered and the solids washed 2×3 mL CH2Cl2 before concentration to a brown oil which solidified upon standing. The crude hydroquinone was dissolved into 1 mL MeCN and 1.5 mL 1 M aqueous CAN added (1.5 mmol, 3.9 equiv.). After 0.25 h, 5 mL Et... Reactants: C[Mg]Br (methylmagnesium bromide), C(CCC)OCCCC (butyl ether), ClC=1C=CC(=C(C1)C1CCN(CC1)C1(CCCCC1)C#N)OC (1-(4-(5-chloro-2-methoxyphenyl)piperidin-1-yl) cyclohexane carbonitrile). Solvent: O1CCCC1 (tetrahydrofuran). Reaction conditions: time 3 hour. The product is ClC=1C=CC(=C(C1)C1CCN(CC1)C1(CCCCC1)C)OC (4-(5-chloro-2-methoxyphenyl)-1-(1-methylcyclo-hexyl)piperidine). As a reaction SMILES: [Cl:1][C:2]1[CH:3]=[CH:4][C:5]([O:22][CH3:23])=[C:6]([CH:8]2[CH2:13][CH2:12][N:11]([C:14]3([C:20]#N)[CH2:19][CH2:18][CH2:17][CH2:16][CH2:15]3)[CH2:10][CH2:9]2)[CH:7]=1.C[Mg]Br.C(OCCCC)CCC>O1CCCC1>[Cl:1][C:2]1[CH:3]=[CH:4][C:5]([O:22][CH3:23])=[C:6]([CH:8]2[CH2:9][CH2:10][N:11]([C:14]3([CH3:20])[CH2:15][CH2:16][CH2:17][CH2:18][CH2:19]3)[CH2:12][CH2:13]2)[CH:7]=1. Procedure: Intermediate 13a (0.5 mmol) from above was dissolved in anhydrous tetrahydrofuran (1.0 mL) and treated with 2.0 eq methylmagnesium bromide in butyl ether (1.0 mL 1.0 M solution, 1.0 mmol). The vial was flushed with nitrogen and stirred at room temperature for 3 h. The reaction was diluted with ethyl acetate (5.0 mL), quenched with saturated aqueous ammonium chloride (1.0 mL) and stirred overnight at room temperature. The organic layer was separated, concentrated in vacuo, then dissolved in metha... Starting materials: BrC=1N=C(SC1)C1=NC(=CC(=C1)C1=CC=C(C=C1)C(F)(F)F)C (2-(4-bromo-thiazol-2-yl)-6-methyl-4-(4-trifluoromethyl-phenyl)-pyridine), NC1=NC=C(C=C1)B1OC(C(O1)(C)C)(C)C (2-amino-5-(4,4,5,5-tetramethyl-1,3,2-dioxaborolan-2-yl)pyridine). The product is CC1=CC(=CC(=N1)C=1SC=C(N1)C=1C=CC(=NC1)N)C1=CC=C(C=C1)C(F)(F)F (5-{2-[6-Methyl-4-(4-trifluoromethyl-phenyl)-pyridin-2-yl]-thiazol-4-yl}-pyridin-2-ylamine), solid. The yield is 11.0%. As a reaction SMILES: Br[C:2]1[N:3]=[C:4]([C:7]2[CH:12]=[C:11]([C:13]3[CH:18]=[CH:17][C:16]([C:19]([F:22])([F:21])[F:20])=[CH:15][CH:14]=3)[CH:10]=[C:9]([CH3:23])[N:8]=2)[S:5][CH:6]=1.[NH2:24][C:25]1[CH:30]=[CH:29][C:28](B2OC(C)(C)C(C)(C)O2)=[CH:27][N:26]=1>>[CH3:23][C:9]1[N:8]=[C:7]([C:4]2[S:5][CH:6]=[C:2]([C:28]3[CH:29]=[CH:30][C:25]([NH2:24])=[N:26][CH:27]=3)[N:3]=2)[CH:12]=[C:11]([C:13]2[CH:18]=[CH:17][C:16]([C:19]([F:22])([F:21])[F:20])=[CH:15][CH:14]=2)[CH:10]=1. Reported procedure: The title compound was prepared from 2-(4-bromo-thiazol-2-yl)-6-methyl-4-(4-trifluoromethyl-phenyl)-pyridine (example E.80) (0.30 g, 0.75 mmol) and commercially available 2-amino-5-(4,4,5,5-tetramethyl-1,3,2-dioxaborolan-2-yl)pyridine (0.248 g, 1.13 mmol) according to the general procedure VI. Obtained as a light yellow solid (0.040 g, 11%). MS (ISP) 413.2 [(M+H)+]; mp 191° C. As a reaction SMILES: [NH2:1][C:2]1[S:6][C:5]([O:7][C:8]2[CH:9]=[C:10]([Cl:24])[C:11]3[CH:15]([CH2:16][C:17]([O:19]CC)=[O:18])[O:14][B:13]([OH:22])[C:12]=3[CH:23]=2)=[N:4][N:3]=1.[Li+].[OH-].Cl>C1COCC1.O>[NH2:1][C:2]1[S:6][C:5]([O:7][C:8]2[CH:9]=[C:10]([Cl:24])[C:11]3[CH:15]([CH2:16][C:17]([OH:19])=[O:18])[O:14][B:13]([OH:22])[C:12]=3[CH:23]=2)=[N:4][N:3]=1 |f:1.2|. Procedure details: To a solution of ethyl 2-(6-(5-amino-1,3,4-thiadiazol-2-yloxy)-4-chloro-1-hydroxy-1,3-dihydro-benzo[c][1,2]oxaborol-3-yl)acetate (330 mg, 0.89 mmol) in THF (10 mL) and H2O (3 mL) was added LiOH (100 mg, 4.16 mmol). The reaction mixture was stirred at 0° C. for 3 h and acidified with 1N HCl to pH=2-4. The resulting mixture was extracted with EtOAc (2×10 ml). The combined organic layers were dried over anhydrous Na2SO4 and concentrated in vacuo. The residue was purified by prep HPLC to give the ti... Yield: 4.9%. Starting materials: NC1=NN=C(S1)OC=1C=C(C2=C(B(OC2CC(=O)OCC)O)C1)Cl (ethyl 2-(6-(5-amino-1,3,4-thiadiazol-2-yloxy)-4-chloro-1-hydroxy-1,3-dihydro-benzo[c][1,2]oxaborol-3-yl)acetate), [Li+].[OH-] (LiOH), Cl (HCl). Conditions: temperature 0 celsius, time 3 hour. Product: NC1=NN=C(S1)OC=1C=C(C2=C(B(OC2CC(=O)O)O)C1)Cl (2-(6-(5-Amino-1,3,4-thiadiazol-2-yloxy)-4-chloro-1-hydroxy-1,3-dihydrobenzo[c][1,2]oxaborol-3-yl)acetic acid). The solvent is C1CCOC1 (THF), O (H2O).